This data is from the Open Reaction Database (ORD), a public repository of structured organic reaction records. The task is: describe an organic reaction: reactants, conditions, products, and yield Reactants: Cl.N1CCCCC1 (Piperidine hydrochloride), C(C)(C)(C)C1=CC=C2CCCC(C2=C1)=O (7-tert-butyl-1,2,3,4-tetrahydronaphthalene-1-one), C=O (paraformaldehyde). The reagents and catalysts are Cl (hydrochloric acid). The solvent is C(C)O (ethanol). The product is C(C)(C)(C)C1=CC=C2CCC(C(C2=C1)=O)CN1CCCCC1 (7-tert-butyl-2-piperidinomethyl-1,2,3,4-tetrahydronaphthalen-1-one). The yield is 42.9%. As a reaction SMILES: Cl.[NH:2]1[CH2:7][CH2:6][CH2:5][CH2:4][CH2:3]1.[C:8]([C:12]1[CH:21]=[C:20]2[C:15]([CH2:16][CH2:17][CH2:18][C:19]2=[O:22])=[CH:14][CH:13]=1)([CH3:11])([CH3:10])[CH3:9].[CH2:23]=O>C(O)C.Cl>[C:8]([C:12]1[CH:21]=[C:20]2[C:15]([CH2:16][CH2:17][CH:18]([CH2:23][N:2]3[CH2:7][CH2:6][CH2:5][CH2:4][CH2:3]3)[C:19]2=[O:22])=[CH:14][CH:13]=1)([CH3:11])([CH3:9])[CH3:10] |f:0.1|. Procedure: Piperidine hydrochloride (8.9 g, 0.073 mol), 7-tert-butyl-1,2,3,4-tetrahydronaphthalene-1-one (7.0 g, 0.035 mol) and paraformaldehyde (2.2 g, 0.073 mol) were refluxed together in ethanol (150 ml) along with concentrated hydrochloric acid (1 ml) as a catalyst for 16 hours. The reaction mixture was concentrated under reduced pressure and the residue dissolved in water then extracted with diethyl ether. The resulting aqueous solution was neutralized with sodium bicarbonate and extracted with diethy... Reactants: N(C(=O)C)C1=CC=C(C=C1)SCCCCOC=1C=C2CCC(NC2=CC1)=O (6-[4-(4-acetaminophenyl-mercapto)-butoxy]-3,4-dihydro-carbostyril), OO (hydrogen peroxide). Product: N(C(=O)C)C1=CC=C(C=C1)S(=O)CCCCOC=1C=C2CCC(NC2=CC1)=O (6-[4-(4-Acetaminophenyl-sulfinyl)-butoxy]-3,4-dihydro-carbostyril). RXN SMILES: [NH:1]([C:5]1[CH:10]=[CH:9][C:8]([S:11][CH2:12][CH2:13][CH2:14][CH2:15][O:16][C:17]2[CH:18]=[C:19]3[C:24](=[CH:25][CH:26]=2)[NH:23][C:22](=[O:27])[CH2:21][CH2:20]3)=[CH:7][CH:6]=1)[C:2]([CH3:4])=[O:3].[OH:28]O>>[NH:1]([C:5]1[CH:10]=[CH:9][C:8]([S:11]([CH2:12][CH2:13][CH2:14][CH2:15][O:16][C:17]2[CH:18]=[C:19]3[C:24](=[CH:25][CH:26]=2)[NH:23][C:22](=[O:27])[CH2:21][CH2:20]3)=[O:28])=[CH:7][CH:6]=1)[C:2]([CH3:4])=[O:3]. Reported procedure: Prepared analogous to Example 2 from 6-[4-(4-acetaminophenyl-mercapto)-butoxy]-3,4-dihydro-carbostyril and hydrogen peroxide. The reactants are BrC1=CC(=C(C=2C3=C(C(NC12)=O)SC=C3)C3=CC=C(C=C3)C(C)NC(OC(C)(C)C)=O)OC (tert-butyl 1-(4-(6-bromo-8-methoxy-4-oxo-4,5-dihydrothieno[2,3-c]quinolin-9-yl)phenyl)ethylcarbamate), CB1OB(OB(O1)C)C (trimethylboroxine). Yields the product COC1=C(C=2C3=C(C(NC2C(=C1)C)=O)SC=C3)C3=CC=C(C=C3)C(C)NC(OC(C)(C)C)=O (tert-Butyl 1-(4-(8-methoxy-6-methyl-4-oxo-4,5-dihydrothieno[2,3-c]quinolin-9-yl)phenyl)ethylcarbamate). Yield: 71.7%. As a reaction SMILES: Br[C:2]1[C:11]2[NH:10][C:9](=[O:12])[C:8]3[S:13][CH:14]=[CH:15][C:7]=3[C:6]=2[C:5]([C:16]2[CH:21]=[CH:20][C:19]([CH:22]([NH:24][C:25](=[O:31])[O:26][C:27]([CH3:30])([CH3:29])[CH3:28])[CH3:23])=[CH:18][CH:17]=2)=[C:4]([O:32][CH3:33])[CH:3]=1.[CH3:34]B1OB(C)OB(C)O1>>[CH3:33][O:32][C:4]1[CH:3]=[C:2]([CH3:34])[C:11]2[NH:10][C:9](=[O:12])[C:8]3[S:13][CH:14]=[CH:15][C:7]=3[C:6]=2[C:5]=1[C:16]1[CH:17]=[CH:18][C:19]([CH:22]([NH:24][C:25](=[O:31])[O:26][C:27]([CH3:30])([CH3:29])[CH3:28])[CH3:23])=[CH:20][CH:21]=1. Reported procedure: Following General Procedure J, tert-butyl 1-(4-(6-bromo-8-methoxy-4-oxo-4,5-dihydrothieno[2,3-c]quinolin-9-yl)phenyl)ethylcarbamate (32 mg, 0.060 mmol) was reacted with trimethylboroxine (8 mg, 0.060 mmol) to afford the desired product (20 mg, 61%) as a grey solid: ESI MS m/z 465 [C26H28N2O4S+H]+. Reactants: S(=O)(=O)([O-])C1=CC=C(C)C=C1 (tosylate), N1=CC=CC=C1 (pyridine), C1(=CC=C(C=C1)S(=O)(=O)Cl)C (p-Toluenesulfonyl chloride). Run at time 2 hour. Product: S(=O)(=O)(C1=CC=C(C)C=C1)N (tosylamine). Isolated yield 95.0%. Reaction SMILES: [S:1]([C:5]1[CH:11]=[CH:10][C:8]([CH3:9])=[CH:7][CH:6]=1)([O-])(=[O:3])=[O:2].C1(C)C=CC(S(Cl)(=O)=O)=CC=1.[N:23]1C=CC=CC=1>>[S:1]([NH2:23])([C:5]1[CH:11]=[CH:10][C:8]([CH3:9])=[CH:7][CH:6]=1)(=[O:3])=[O:2]. Procedure details: The tosylate salt 3 (1.0 g; 0.0022 mol) was dissolved in pyridine (5.0 ml). p-Toluenesulfonyl chloride (476 mg; 0.0025 mol) was added and the reaction mixture stirred for 2 hours and concentrated. The residue was partitioned between THF/brine. The organic layer was washed with dilute HCl then with dilute K2CO3, and dried over MgSO4, and concentrated. The residue was placed on 50 g of silica and eluted with 50 mL of 50% EtOAc/heptane. The solution was concentrated to an oil which slowly crystalli... The reactants are NC1=C(C(=O)OC)C=CC(=C1)Cl (methyl 2-amino-4-chlorobenzoate), C[Mg]Br (methyl magnesium bromide), CCOCC (ether). Product: NC1=C(C=CC(=C1)Cl)C(C)(C)O (2-(2-amino-4-chlorophenyl)propan-2-ol). As a reaction SMILES: [NH2:1][C:2]1[CH:11]=[C:10]([Cl:12])[CH:9]=[CH:8][C:3]=1C(OC)=O.[CH3:13][Mg]Br.CC[O:18][CH2:19][CH3:20]>>[NH2:1][C:2]1[CH:11]=[C:10]([Cl:12])[CH:9]=[CH:8][C:3]=1[C:19]([OH:18])([CH3:20])[CH3:13]. Reported procedure: This compound was prepared using General Method 1 (EXAMPLE 1) from methyl 2-amino-4-chlorobenzoate (2.8 g) and methyl magnesium bromide (3 M in diethyl ether, 20 mL) in 75 mL ether to afford 2-(2-amino-4-chlorophenyl)propan-2-ol.